Dataset: the Open Reaction Database (ORD), a public repository of structured organic reaction records. Task: describe an organic reaction: reactants, conditions, products, and yield Starting materials: N1=CC=C(C=C1)CCCCN (4-(4-pyridinyl)butanamine), I.CSC1=NC2=CC=CC=3C2=C1C=CC3 (2-methylthiobenz (cd)indole hydriodide). Solvent: C(C)O (ethanol). Yields the product I.N1=CC=C(C=C1)CCCCNC1=NC2=CC=CC=3C2=C1C=CC3 (N-(4-(4-Pyridinyl)butyl)benz(cd)indol-2-amine hydriodide). As a reaction SMILES: [N:1]1[CH:6]=[CH:5][C:4]([CH2:7][CH2:8][CH2:9][CH2:10][NH2:11])=[CH:3][CH:2]=1.[IH:12].CS[C:15]1[C:23]2[CH:24]=[CH:25][CH:26]=[C:21]3[C:22]=2[C:17](=[CH:18][CH:19]=[CH:20]3)[N:16]=1>C(O)C>[IH:12].[N:1]1[CH:6]=[CH:5][C:4]([CH2:7][CH2:8][CH2:9][CH2:10][NH:11][C:15]2[C:23]3[CH:24]=[CH:25][CH:26]=[C:21]4[C:22]=3[C:17](=[CH:18][CH:19]=[CH:20]4)[N:16]=2)=[CH:3][CH:2]=1 |f:1.2,4.5|. Procedure: A mixture consisting of 3.3 grams of 4-(4-pyridinyl)butanamine, 6.5 grams of 2-methylthiobenz (cd)indole hydriodide, and 200 ml of ethanol. Cooling to room temperature failed to effect precipitation, so that solution was concentrated to 100 ml volume and cooled at -10° C. The precipitate that formed was collected, washed with ethanol, and dried. The yield of title compound was 6.1 grams; mp 197° C.-199° C. with decomposition.